From a dataset of the Open Reaction Database (ORD), a public repository of structured organic reaction records. describe an organic reaction: reactants, conditions, products, and yield The reactants are Brc1ccc2ncc(-c3ccncc3)nc2c1, O=C([O-])[O-], C1COCCO1, [K+], [K+], CN(C)S(=O)(=O)c1cc(B2OC(C)(C)C(C)(C)O2)cnc1N. The product is CN(C)S(=O)(=O)c1cc(-c2ccc3ncc(-c4ccncc4)nc3c2)cnc1N. RXN SMILES: [Br:1][c:2]1[cH:3][cH:4][c:5]2[n:6][cH:7][c:8](-[c:12]3[cH:13][cH:14][n:15][cH:16][cH:17]3)[n:9][c:10]2[cH:11]1.[C:40](=[O:41])([O-:42])[O-:43].[CH2:46]1[O:47][CH2:48][CH2:49][O:50][CH2:51]1.[K+:44].[K+:45].[NH2:18][c:19]1[n:20][cH:21][c:22]([B:31]2[O:32][C:33]([CH3:34])([CH3:35])[C:36]([CH3:37])([CH3:38])[O:39]2)[cH:23][c:24]1[S:25](=[O:26])(=[O:27])[N:28]([CH3:29])[CH3:30]>>[c:2]1(-[c:22]2[cH:21][n:20][c:19]([NH2:18])[c:24]([S:25](=[O:26])(=[O:27])[N:28]([CH3:29])[CH3:30])[cH:23]2)[cH:3][cH:4][c:5]2[n:6][cH:7][c:8](-[c:12]3[cH:13][cH:14][n:15][cH:16][cH:17]3)[n:9][c:10]2[cH:11]1. Product: NCCn1c(O)nc2ccc(Cl)nc21. The reactants are CC(=O)NCCn1c(O)nc2ccc(Cl)nc21, Cl. Reaction SMILES: [C:1](=[O:2])([CH3:3])[NH:4][CH2:5][CH2:6][n:7]1[c:8]([OH:17])[n:9][c:10]2[c:11]1[n:12][c:13]([Cl:16])[cH:14][cH:15]2.[ClH:18]>>[NH2:4][CH2:5][CH2:6][n:7]1[c:8]([OH:17])[n:9][c:10]2[c:11]1[n:12][c:13]([Cl:16])[cH:14][cH:15]2.